From a dataset of the Open Reaction Database (ORD), a public repository of structured organic reaction records. describe an organic reaction: reactants, conditions, products, and yield Reactants: C(=O)C1=CC=CC=2N1C(=NC2)SCC (5-formyl-3-ethylthioimidazo[1,5-a]pyridine). Reagents/catalysts: [Ni] (Raney nickel). The solvent is C(C)(C)O (isopropanol). Yields the product C(=O)C1=CC=CC=2N1C=NC2 (5-formylimidazo[1,5-a]pyridine). As a reaction SMILES: [CH:1]([C:3]1[N:8]2[C:9](SCC)=[N:10][CH:11]=[C:7]2[CH:6]=[CH:5][CH:4]=1)=[O:2]>C(O)(C)C.[Ni]>[CH:1]([C:3]1[N:8]2[CH:9]=[N:10][CH:11]=[C:7]2[CH:6]=[CH:5][CH:4]=1)=[O:2]. Procedure: To a solution of 20 g of 5-formyl-3-ethylthioimidazo[1,5-a]pyridine in 200 ml of isopropanol is added approximately 15 g of Raney nickel. The reaction mixture is stirred and heated at reflux temperature for 16 hours. The catalyst is removed by filtration through celite. The filtrate is evaporated under reduced pressure to yield an oily residue. This is purified by column chromatography on silica gel using a mixture of diethyl ether and ethyl acetate (2:1) as eluent. Evaporation of the solvent un... Starting materials: ClC1=C(C2=C(NC(C(=C2O)C2=CC(=CC=C2)OC2=CC(=CC=C2)[N+](=O)[O-])=O)S1)C (2-chloro-3-methyl-4-hydroxy-5-(3-m-nitro-phenoxyphenyl)-6,7-dihydrothieno[2,3-b]pyridin-6-one), [H][H] (Hydrogen). Reagents/catalysts: [Pt]=O (platinum oxide). Run in C(C)O (ethanol). Product: ClC1=C(C2=C(NC(C(=C2O)C2=CC(=CC=C2)OC2=CC(=CC=C2)N)=O)S1)C (2-Chloro-3-methyl-4-hydroxy-5-(3-m-aminophenoxyphenyl)-6,7-dihydrothieno[2,3-b]pyridin-6-one). As a reaction SMILES: [Cl:1][C:2]1[S:28][C:5]2[NH:6][C:7](=[O:27])[C:8]([C:11]3[CH:16]=[CH:15][CH:14]=[C:13]([O:17][C:18]4[CH:23]=[CH:22][CH:21]=[C:20]([N+:24]([O-])=O)[CH:19]=4)[CH:12]=3)=[C:9]([OH:10])[C:4]=2[C:3]=1[CH3:29].[H][H]>C(O)C.[Pt]=O>[Cl:1][C:2]1[S:28][C:5]2[NH:6][C:7](=[O:27])[C:8]([C:11]3[CH:16]=[CH:15][CH:14]=[C:13]([O:17][C:18]4[CH:23]=[CH:22][CH:21]=[C:20]([NH2:24])[CH:19]=4)[CH:12]=3)=[C:9]([OH:10])[C:4]=2[C:3]=1[CH3:29]. Reported procedure: 20 mg of platinum oxide are added to a solution of 4.28 g of 2-chloro-3-methyl-4-hydroxy-5-(3-m-nitro-phenoxyphenyl)-6,7-dihydrothieno[2,3-b]pyridin-6-one in 50 ml of 95% ethanol. Hydrogen is passed through the solution until three molar equivalents have been absorbed. The platinum is filtered off and the alcohol is distilled off. 2-Chloro-3-methyl-4-hydroxy-5-(3-m-aminophenoxyphenyl)-6,7-dihydrothieno[2,3-b]pyridin-6-one is obtained.